Dataset: the Open Reaction Database (ORD), a public repository of structured organic reaction records. Task: describe an organic reaction: reactants, conditions, products, and yield The reactants are C(C)OP(OCC)(=O)C=CC1=CC=C(C=C1)[N+](=O)[O-] (4-nitrostyrylphosphonic acid diethyl ester), [Cl-].[NH4+] (ammonium chloride). Reagents/catalysts: [Fe] (iron). The product is C(C)OP(OCC)(=O)C=CC1=CC=C(C=C1)N (4-Aminostyrylphosphonic acid diethyl ester). Reaction SMILES: [CH2:1]([O:3][P:4]([CH:9]=[CH:10][C:11]1[CH:16]=[CH:15][C:14]([N+:17]([O-])=O)=[CH:13][CH:12]=1)(=[O:8])[O:5][CH2:6][CH3:7])[CH3:2].[Cl-].[NH4+]>[Fe]>[CH2:6]([O:5][P:4]([CH:9]=[CH:10][C:11]1[CH:16]=[CH:15][C:14]([NH2:17])=[CH:13][CH:12]=1)(=[O:8])[O:3][CH2:1][CH3:2])[CH3:7] |f:1.2|. Procedure: A suspension containing 4-nitrostyrylphosphonic acid diethyl ester (3.0 g, 10.5 mmol), iron powder (5.58 g, 100 mmol) and ammonium chloride (5.58 g, 104 mmol) is heated to reflux for 45 minutes. The reaction medium is filtered through Celite. The filtrate is concentrated under vacuum and is bipartitioned in a water/dichloromethane mixture. The organic phase is washed with water, then dried (MgSO4) and evaporated under vacuum to give the expected product, which crystallizes gradually.